describe an organic reaction: reactants, conditions, products, and yield From a dataset of the Open Reaction Database (ORD), a public repository of structured organic reaction records. The reactants are C1CCOC1, CCN, O=[N+]([O-])c1ncccc1F, O. Product: CCNc1cccnc1[N+](=O)[O-]. Reaction SMILES: [CH2:14]1[O:15][CH2:16][CH2:17][CH2:18]1.[CH3:1][CH2:2][NH2:3].[F:4][c:5]1[c:6]([N+:11](=[O:12])[O-:13])[n:7][cH:8][cH:9][cH:10]1.[OH2:19]>>[CH3:1][CH2:2][NH:3][c:5]1[c:6]([N+:11](=[O:12])[O-:13])[n:7][cH:8][cH:9][cH:10]1. Isolated yield 2.1%. Starting materials: ClC1=CC=C(CN2C(N=C(N=C2)O)=O)C=C1 (1-(4-chlorobenzyl)-4-hydroxy-1,3,5-triazin-2(1H)-one), N1(N=NC2=C1C=CC=C2)O[P+](N2CCCC2)(N2CCCC2)N2CCCC2 ((benzotriazol-1-yloxy)tripyrrolidino-phosphonium), N12CCCCCC2=NCCC1 (1,8-diazabicyclo[5.4.0]undeca-7-ene), resultant mixture, FC1=CC2=C(NC(N2)=S)C=C1 (5-fluoro-1H-benzo[d]imidazole-2(3H)-thione). Reaction conditions: temperature 80 celsius, time 10 minute. Reaction SMILES: [Cl:1][C:2]1[CH:16]=[CH:15][C:5]([CH2:6][N:7]2[CH:12]=[N:11][C:10](O)=[N:9][C:8]2=[O:14])=[CH:4][CH:3]=1.[N:17]1(O[P+](N2CCCC2)(N2CCCC2)N2CCCC2)[C:21]2C=[CH:23][CH:24]=[CH:25][C:20]=2N=N1.N12CCCN=C1CCCCC2.[F:54][C:55]1[CH:64]=[CH:63][C:58]2[NH:59][C:60](=[S:62])[NH:61][C:57]=2[CH:56]=1>C(#N)C>[Cl:1][C:2]1[CH:16]=[CH:15][C:5]([CH2:6][N:7]2[CH:12]=[N:11][C:10]([N:17]3[CH2:23][CH2:24][CH:25]([N:59]4[C:58]5[CH:63]=[CH:64][C:55]([F:54])=[CH:56][C:57]=5[NH:61][C:60]4=[S:62])[CH2:20][CH2:21]3)=[N:9][C:8]2=[O:14])=[CH:4][CH:3]=1. Procedure details: To an acetonitrile solution (1 mL) of 1-(4-chlorobenzyl)-4-hydroxy-1,3,5-triazin-2(1H)-one (20 mg, 0.08 mmol) synthesized in Reference Synthesis Example 10, (benzotriazol-1-yloxy)tripyrrolidino-phosphonium (47 mg, 0.10 mmol) and 1,8-diazabicyclo[5.4.0]undeca-7-ene (15 μL, 0.10 mmol) were added at room temperature and the resultant mixture was stirred for 20 minutes. To the reaction solution, 5-fluoro-1H-benzo[d]imidazole-2(3H)-thione (25 mg, 0.10 mmol) was added and the resultant reaction soluti... Yields the product ClC1=CC=C(CN2C(N=C(N=C2)N2CCC(CC2)N2C(NC3=C2C=CC(=C3)F)=S)=O)C=C1 (1-(4-Chlorobenzyl)-4-[4-(5-fluoro-2-thioxo-2,3-dihydro-1H-benzo[d]imidazol-1-yl)piperidin-1-yl]-1,3,5-triazin-2(1H)-one). Run in C(C)#N (acetonitrile).